The task is: describe an organic reaction: reactants, conditions, products, and yield. This data is from the Open Reaction Database (ORD), a public repository of structured organic reaction records. Reactants: [Al+3], CCCN(CCC)CC1CCc2ccc(NC(C)=O)cc21, C1CCOC1, [H-], [H-], [H-], [H-], [Li+]. Product: CCCN(CCC)CC1CCc2ccc(NCC)cc21. Reaction SMILES: [Al+3:23].[C:1]([CH3:2])(=[O:3])[NH:4][c:5]1[cH:6][cH:7][c:8]2[c:12]([cH:13]1)[CH:11]([CH2:14][N:15]([CH2:16][CH2:17][CH3:18])[CH2:19][CH2:20][CH3:21])[CH2:10][CH2:9]2.[CH2:28]1[O:29][CH2:30][CH2:31][CH2:32]1.[H-:22].[H-:25].[H-:26].[H-:27].[Li+:24]>>[CH2:1]([CH3:2])[NH:4][c:5]1[cH:6][cH:7][c:8]2[c:12]([cH:13]1)[CH:11]([CH2:14][N:15]([CH2:16][CH2:17][CH3:18])[CH2:19][CH2:20][CH3:21])[CH2:10][CH2:9]2. The reactants are C1OC=2C=C(CCN)C=CC2OC1 (3,4-ethylenedioxyphenethylamine), ClC=1C2=C(N=C(N1)C1=CC=NC=C1)SC(=C2)C(F)(F)F (4-chloro-2-(pyridin-4-yl)-6-trifluoromethyl-thieno-[2,3-d]-pyrimidine). The product is N1=CC=C(C=C1)C=1N=C(C2=C(N1)SC(=C2)C(F)(F)F)NCCC2=CC1=C(C=C2)OCCO1 (2-(pyridin-4-yl)-4-(3,4-ethylenedioxyphenethylamino)-6-trifluoromethyl-thieno-[2,3-d]-pyrimidine). As a reaction SMILES: [CH2:1]1[CH2:13][O:12][C:11]2[CH:10]=[CH:9][C:5]([CH2:6][CH2:7][NH2:8])=[CH:4][C:3]=2[O:2]1.Cl[C:15]1[C:16]2[CH:29]=[C:28]([C:30]([F:33])([F:32])[F:31])[S:27][C:17]=2[N:18]=[C:19]([C:21]2[CH:26]=[CH:25][N:24]=[CH:23][CH:22]=2)[N:20]=1>>[N:24]1[CH:25]=[CH:26][C:21]([C:19]2[N:20]=[C:15]([NH:8][CH2:7][CH2:6][C:5]3[CH:9]=[CH:10][C:11]4[O:12][CH2:13][CH2:1][O:2][C:3]=4[CH:4]=3)[C:16]3[CH:29]=[C:28]([C:30]([F:32])([F:31])[F:33])[S:27][C:17]=3[N:18]=2)=[CH:22][CH:23]=1. Procedure: With the procedure of Example 1, the reaction of 3,4-ethylenedioxyphenethylamine with 4-chloro-2-(pyridin-4-yl)-6-trifluoromethyl-thieno-[2,3-d]-pyrimidine yields 2-(pyridin-4-yl)-4-(3,4-ethylenedioxyphenethylamino)-6-trifluoromethyl-thieno-[2,3-d]-pyrimidine. The reactants are ClC=1C=C(C(C(=O)O)=CC1)O (4-chlorosalicylic acid), C(C)(=O)[O-].[Na+] (sodium acetate), BrBr (bromine). Solvent: CO (Methanol), CO (methanol). Reaction conditions: temperature -70 celsius. Product: BrC1=C(C=C(C(C(=O)O)=C1)O)Cl (5-bromo-4-chlorosalicylic acid). Isolated yield 50.1%. As a reaction SMILES: [Cl:1][C:2]1[CH:3]=[C:4]([OH:11])[C:5](=[CH:9][CH:10]=1)[C:6]([OH:8])=[O:7].C([O-])(=O)C.[Na+].[Br:17]Br>CO>[Br:17][C:10]1[CH:9]=[C:5]([C:6]([OH:8])=[O:7])[C:4]([OH:11])=[CH:3][C:2]=1[Cl:1] |f:1.2|. Reported procedure: Methanol (2.1 liters) was added to 4-chlorosalicylic acid (60 g) and sodium acetate (120 g), and the mixture was cooled to -70° C. and stirred. To this mixture was added dropwise a solution of bromine (55.7 g) in methanol (557 ml) over 1.5 hours. After the reaction mixture was allowed to warm to room temperature, the solvent was distilled off under reduced pressure. The residue was acidified by addition of dilute hydrochloric acid (2 liters). The precipitate was filtered off, dissolved in ethyl ... Starting materials: CCOC(=O)c1ccc(N=C=O)cc1, Nc1cccc(-c2c(C(=O)c3ccccc3)cnc3c(C(F)(F)F)cccc23)c1. The product is CCOC(=O)c1ccc(NC(=O)Nc2cccc(-c3c(C(=O)c4ccccc4)cnc4c(C(F)(F)F)cccc34)c2)cc1. Reaction SMILES: [CH2:30]([CH3:31])[O:32][C:33]([c:34]1[cH:35][cH:36][c:37]([N:40]=[C:41]=[O:42])[cH:38][cH:39]1)=[O:43].[NH2:1][c:2]1[cH:3][c:4](-[c:8]2[c:9]([C:22](=[O:23])[c:24]3[cH:25][cH:26][cH:27][cH:28][cH:29]3)[cH:10][n:11][c:12]3[c:13]([C:18]([F:19])([F:20])[F:21])[cH:14][cH:15][cH:16][c:17]23)[cH:5][cH:6][cH:7]1>>[NH:1]([c:2]1[cH:3][c:4](-[c:8]2[c:9]([C:22](=[O:23])[c:24]3[cH:25][cH:26][cH:27][cH:28][cH:29]3)[cH:10][n:11][c:12]3[c:13]([C:18]([F:19])([F:20])[F:21])[cH:14][cH:15][cH:16][c:17]23)[cH:5][cH:6][cH:7]1)[C:41]([NH:40][c:37]1[cH:36][cH:35][c:34]([C:33]([O:32][CH2:30][CH3:31])=[O:43])[cH:39][cH:38]1)=[O:42]. Reactants: O1CCC(CC1)=NO (tetrahydro-4H-pyran-4-one oxime), FC1=CC=C(C=C1)N1CCN(CC1)CCCC(=O)OCC (ethyl 4-(4-(4-fluorophenyl)piperazin-1-yl)-n-butyrate). The product is FC1=CC=C(C=C1)N1CCN(CC1)CCCC1=C2C(=NO1)CCOC2 (3-(3-(4-(4-fluorophenyl)piperazin-1-yl)propyl)-6,7-dihydro-4H-pyrano[4,3-c]isoxazole). RXN SMILES: [O:1]1[CH2:6][CH2:5][C:4](=[N:7][OH:8])[CH2:3][CH2:2]1.[F:9][C:10]1[CH:15]=[CH:14][C:13]([N:16]2[CH2:21][CH2:20][N:19]([CH2:22][CH2:23][CH2:24][C:25](OCC)=O)[CH2:18][CH2:17]2)=[CH:12][CH:11]=1>>[F:9][C:10]1[CH:11]=[CH:12][C:13]([N:16]2[CH2:17][CH2:18][N:19]([CH2:22][CH2:23][CH2:24][C:25]3[O:8][N:7]=[C:4]4[CH2:3][CH2:2][O:1][CH2:6][C:5]=34)[CH2:20][CH2:21]2)=[CH:14][CH:15]=1. Reported procedure: By the same reaction and treatment as in Example 48 using tetrahydro-4H-pyran-4-one oxime and ethyl 4-(4-(4-fluorophenyl)piperazin-1-yl)-n-butyrate, 3-(3-(4-(4-fluorophenyl)piperazin-1-yl)propyl)-6,7-dihydro-4H-pyrano[4,3-c]isoxazole is obtained.